From a dataset of the Open Reaction Database (ORD), a public repository of structured organic reaction records. describe an organic reaction: reactants, conditions, products, and yield Starting materials: BrCC(=O)N1[C@H](CN(CC1)C1=C(C=C(C=C1)C(C(F)(F)F)(C(F)(F)F)OCOC)CCC)C ((S)-2-bromo-1-(4-{4-[1,1,1,3,3,3-hexafluoro-2-(methoxymethoxy)propan-2-yl]-2-propylphenyl}-2-methylpiperazin-1-yl)ethanone), O1C2=C(OCC1)C=C(C=C2)C2(C(NC(N2)=O)=O)C (5-(2,3-dihydrobenzo[b][1,4]dioxin-6-yl)-5-methylimidazolidine-2,4-dione). The product is O1C2=C(OCC1)C=C(C=C2)C2(C(N(C(N2)=O)CC(=O)N2[C@H](CN(CC2)C2=C(C=C(C=C2)C(C(F)(F)F)(C(F)(F)F)O)CCC)C)=O)C (5-(2,3-dihydrobenzo[b][1,4]dioxin-6-yl)-3-(2-{(S)-4-[4-(1,1,1,3,3,3-hexafluoro-2-hydroxypropan-2-yl)-2-propylphenyl]-2-methylpiperazin-1-yl}-2-oxoethyl)-5-methylimidazolidine-2,4-dione). Reaction SMILES: Br[CH2:2][C:3]([N:5]1[CH2:10][CH2:9][N:8]([C:11]2[CH:16]=[CH:15][C:14]([C:17]([O:26]COC)([C:22]([F:25])([F:24])[F:23])[C:18]([F:21])([F:20])[F:19])=[CH:13][C:12]=2[CH2:30][CH2:31][CH3:32])[CH2:7][C@@H:6]1[CH3:33])=[O:4].[O:34]1[CH2:39][CH2:38][O:37][C:36]2[CH:40]=[C:41]([C:44]3([CH3:51])[NH:48][C:47](=[O:49])[NH:46][C:45]3=[O:50])[CH:42]=[CH:43][C:35]1=2>>[O:34]1[CH2:39][CH2:38][O:37][C:36]2[CH:40]=[C:41]([C:44]3([CH3:51])[NH:48][C:47](=[O:49])[N:46]([CH2:2][C:3]([N:5]4[CH2:10][CH2:9][N:8]([C:11]5[CH:16]=[CH:15][C:14]([C:17]([OH:26])([C:22]([F:25])([F:23])[F:24])[C:18]([F:21])([F:19])[F:20])=[CH:13][C:12]=5[CH2:30][CH2:31][CH3:32])[CH2:7][C@@H:6]4[CH3:33])=[O:4])[C:45]3=[O:50])[CH:42]=[CH:43][C:35]1=2. Procedure details: (S)-2-bromo-1-(4-{4-[1,1,1,3,3,3-hexafluoro-2-(methoxymethoxy)propan-2-yl]-2-propylphenyl}-2-methylpiperazin-1-yl)ethanone and 5-(2,3-dihydrobenzo[b][1,4]dioxin-6-yl)-5-methylimidazolidine-2,4-dione were used for a similar reaction and treatment as Examples 14-1 and 15-1, and the title compound was obtained as a yellow oil. The reactants are CC1=C(C(=CC(=C1)C1=CC=NC=C1)C)SC=1C2=C(N=C(N1)N(C(OC(C)(C)C)=O)C1=CC=C(C=C1)C#N)C=CN2C (tert-Butyl 4-(2,6-dimethyl-4-(pyridin-4-yl)phenylthio)-5-methyl-5H-pyrrolo[3,2-d]pyrimidin-2-yl-4-cyanophenylcarbamate). Solvent: C(=O)(C(F)(F)F)O (TFA). Product: CC1=C(C(=CC(=C1)C1=CC=NC=C1)C)SC=1C2=C(N=C(N1)NC1=CC=C(C#N)C=C1)C=CN2C (4-(4-(2,6-dimethyl-4-(pyridin-4-yl)phenylthio)-5-methyl-5H-pyrrolo[3,2-d]pyrimidin-2-ylamino)benzonitrile). As a reaction SMILES: [CH3:1][C:2]1[CH:7]=[C:6]([C:8]2[CH:13]=[CH:12][N:11]=[CH:10][CH:9]=2)[CH:5]=[C:4]([CH3:14])[C:3]=1[S:15][C:16]1[C:17]2[N:40]([CH3:41])[CH:39]=[CH:38][C:18]=2[N:19]=[C:20]([N:22]([C:30]2[CH:35]=[CH:34][C:33]([C:36]#[N:37])=[CH:32][CH:31]=2)C(=O)OC(C)(C)C)[N:21]=1>C(O)(C(F)(F)F)=O>[CH3:1][C:2]1[CH:7]=[C:6]([C:8]2[CH:9]=[CH:10][N:11]=[CH:12][CH:13]=2)[CH:5]=[C:4]([CH3:14])[C:3]=1[S:15][C:16]1[C:17]2[N:40]([CH3:41])[CH:39]=[CH:38][C:18]=2[N:19]=[C:20]([NH:22][C:30]2[CH:35]=[CH:34][C:33]([C:36]#[N:37])=[CH:32][CH:31]=2)[N:21]=1. Procedure details: tert-Butyl 4-(2,6-dimethyl-4-(pyridin-4-yl)phenylthio)-5-methyl-5H-pyrrolo[3,2-d]pyrimidin-2-yl-4-cyanophenylcarbamate is treated with TFA (10 mL) at 25° C. for 2 h. TFA is removed and the obtained residue dissolved in ethyl acetate, and extracted with saturated aqueous NaHCO3 (×2). The organic layer is collected, concentrated, and the purified by chromatography (SiO2, 1:4 hexanes/EtOAc). Reactants: N1C=CC=2C1=NC=CC2 (1H-pyrrolo[2,3-b]pyridine), C=O (formaldehyde), COC1=C(C=CC=C1)N1CCNCC1 (1-(2-methoxyphenyl)piperazine), C(C)(=O)[O-].[Na+] (sodium acetate). Yields the product COC1=C(C=CC=C1)N1CCN(CC1)CC1=CNC2=NC=CC=C21 (3-{[4-(2-methoxyphenyl)-1-piperazinyl]methyl}-1H-pyrrolo[2,3-b]pyridine). RXN SMILES: [NH:1]1[C:5]2=[N:6][CH:7]=[CH:8][CH:9]=[C:4]2[CH:3]=[CH:2]1.[CH3:10][O:11][C:12]1[CH:17]=[CH:16][CH:15]=[CH:14][C:13]=1[N:18]1[CH2:23][CH2:22][NH:21][CH2:20][CH2:19]1.[C:24]([O-])(=O)C.[Na+].C=O>>[CH3:10][O:11][C:12]1[CH:17]=[CH:16][CH:15]=[CH:14][C:13]=1[N:18]1[CH2:23][CH2:22][N:21]([CH2:24][C:3]2[C:4]3[C:5](=[N:6][CH:7]=[CH:8][CH:9]=3)[NH:1][CH:2]=2)[CH2:20][CH2:19]1 |f:2.3|. Reported procedure: 1H-pyrrolo[2,3-b]pyridine (47 mg, 0.40 mmol), 1-(2-methoxyphenyl)piperazine (65 mg, 0.48 mmol), sodium acetate (72 mg, 0.53 mmol), and formaldehyde (0.48 mmol) were processed as described in Example 18 to provide the title compound. 1H NMR (300 MHz, DMSO-d6) δ 2.97 (m, 4H) 3.68 (m, 4H) 3.72 (s, 3H) 4.05 (s, 2H) 5.60 (m, 1H) 6.60 (m, 1H), 6.89 (m, 2H) 7.08 (ddd, J=21.36, 7.80, 4.75 Hz, 1H) 7.52 (m, 2H) 8.07 (m, 2H) (ESI) m/z 323 (M+H)+.